The task is: describe an organic reaction: reactants, conditions, products, and yield. This data is from the Open Reaction Database (ORD), a public repository of structured organic reaction records. The reactants are O (water), FC=1C=C(C=CC1I)C1CCC(CC1)=O (4-(3-fluoro-4-iodophenyl)cyclohexanone), [Br-].C(CC)[P+](C1=CC=CC=C1)(C1=CC=CC=C1)C1=CC=CC=C1 (propyltriphenylphosphonium bromide), CC(C)([O-])C.[K+] (potassium tert-butoxide). Solvent: C1CCOC1 (THF), C1CCOC1 (THF). Conditions: temperature -10 celsius. The product is C(CC)=C1CCC(CC1)C1=CC(=C(C=C1)I)F (4-(4-propylidenecyclohexyl)-2-fluoro-1-iodobenzene). RXN SMILES: [F:1][C:2]1[CH:3]=[C:4]([CH:9]2[CH2:14][CH2:13][C:12](=O)[CH2:11][CH2:10]2)[CH:5]=[CH:6][C:7]=1[I:8].[Br-].[CH2:17]([P+](C1C=CC=CC=1)(C1C=CC=CC=1)C1C=CC=CC=1)[CH2:18][CH3:19].CC(C)([O-])C.[K+].O>C1COCC1>[CH:17](=[C:12]1[CH2:13][CH2:14][CH:9]([C:4]2[CH:5]=[CH:6][C:7]([I:8])=[C:2]([F:1])[CH:3]=2)[CH2:10][CH2:11]1)[CH2:18][CH3:19] |f:1.2,3.4|. Procedure details: 44.95 g of 4-(3-fluoro-4-iodophenyl)cyclohexanone and 55.4 g of propyltriphenylphosphonium bromide were introduced into 250 ml of THF, and the mixture was cooled to -10° C. with stirring and under nitrogen. A solution of 15.8 g of potassium tert-butoxide in 150 ml of THF was then added dropwise at -10° C. with stirring, and the mixture was then stirred at room temperature for a further 2 hours. The yellow suspension was then cooled to 10° C., and 500 ml of water were added. The organic phase was... Starting materials: CO, CCOCC, O=C(N1CCN(C2CN(C(c3ccccc3)c3ccccc3)C2)CC1)C(F)(F)F, CC(Cl)OC(=O)Cl, ClCCl. The product is O=C(N1CCN(C2CNC2)CC1)C(F)(F)F. RXN SMILES: [CH3:37][OH:38].[CH3:39][CH2:40][O:41][CH2:42][CH3:43].[CH:1]([c:2]1[cH:3][cH:4][cH:5][cH:6][cH:7]1)([c:8]1[cH:9][cH:10][cH:11][cH:12][cH:13]1)[N:14]1[CH2:15][CH:16]([N:18]2[CH2:19][CH2:20][N:21]([C:24]([C:25]([F:26])([F:27])[F:28])=[O:29])[CH2:22][CH2:23]2)[CH2:17]1.[Cl:30][C:31]([O:32][CH:33]([Cl:34])[CH3:35])=[O:36].[Cl:44][CH2:45][Cl:46]>>[NH:14]1[CH2:15][CH:16]([N:18]2[CH2:19][CH2:20][N:21]([C:24]([C:25]([F:26])([F:27])[F:28])=[O:29])[CH2:22][CH2:23]2)[CH2:17]1. The reactants are BrC1=CC=C(C=C1)C1=C(C(=NO1)C)NC1CC2=CC=CC=C2CC1 ([5-(4-bromo-phenyl)-3-methyl-isoxazol-4-yl]-(1,2,3,4-tetrahydro-naphthalen-2-yl)-amine), C(C)OC(=O)C1(CC1)C1=CC=C(C=C1)B1OC(C(O1)(C)C)(C)C (1-[4-(4,4,5,5-tetramethyl-[1,3,2]dioxaborolan-2-yl)-phenyl]-cyclopropanecarboxylic acid ethyl ester). Yields the product C(C)OC(=O)C1(CC1)C1=CC=C(C=C1)C1=CC=C(C=C1)C1=C(C(=NO1)C)NC1CC2=CC=CC=C2CC1 (1-{4′-[3-Methyl-4-(1,2,3,4-tetrahydro-naphthalen-2-ylamino)-isoxazol-5-yl]-biphenyl-4-yl}-cyclopropanecarboxylic acid ethyl ester). RXN SMILES: Br[C:2]1[CH:7]=[CH:6][C:5]([C:8]2[O:12][N:11]=[C:10]([CH3:13])[C:9]=2[NH:14][CH:15]2[CH2:24][CH2:23][C:22]3[C:17](=[CH:18][CH:19]=[CH:20][CH:21]=3)[CH2:16]2)=[CH:4][CH:3]=1.[CH2:25]([O:27][C:28]([C:30]1([C:33]2[CH:38]=[CH:37][C:36](B3OC(C)(C)C(C)(C)O3)=[CH:35][CH:34]=2)[CH2:32][CH2:31]1)=[O:29])[CH3:26]>>[CH2:25]([O:27][C:28]([C:30]1([C:33]2[CH:38]=[CH:37][C:36]([C:2]3[CH:3]=[CH:4][C:5]([C:8]4[O:12][N:11]=[C:10]([CH3:13])[C:9]=4[NH:14][CH:15]4[CH2:24][CH2:23][C:22]5[C:17](=[CH:18][CH:19]=[CH:20][CH:21]=5)[CH2:16]4)=[CH:6][CH:7]=3)=[CH:35][CH:34]=2)[CH2:31][CH2:32]1)=[O:29])[CH3:26]. Procedure: Prepared according to the procedure described in Example 108, Step 2, using [5-(4-bromo-phenyl)-3-methyl-isoxazol-4-yl]-(1,2,3,4-tetrahydro-naphthalen-2-yl)-amine and 1-[4-(4,4,5,5-tetramethyl-[1,3,2]dioxaborolan-2-yl)-phenyl]-cyclopropanecarboxylic acid ethyl ester. The reactants are C(C)(C)(C)OC(=O)N1CC(N(CC1)CC1=C(C=CC(=C1)OS(=O)(=O)C)F)=O (4-[2-fluoro-5-(methanesulfonyloxy)-benzyl]-3-oxo-piperazine-1-carboxylic acid tert-butyl ester), CC(C)([O-])C.[K+] (potassium t-butoxide). The solvent is C(C)O (ethanol), O (H2O). Yields the product C(C)(C)(C)OC(=O)N1CC(N(CC1)CC1=C(C=CC(=C1)O)F)=O (4-[2-fluoro-5-(hydroxy)-benzyl]-3-oxo-piperazine-1-carboxylic acid tert-butyl ester). Reaction SMILES: [C:1]([O:5][C:6]([N:8]1[CH2:13][CH2:12][N:11]([CH2:14][C:15]2[CH:20]=[C:19]([O:21]S(C)(=O)=O)[CH:18]=[CH:17][C:16]=2[F:26])[C:10](=[O:27])[CH2:9]1)=[O:7])([CH3:4])([CH3:3])[CH3:2].CC(C)([O-])C.[K+]>C(O)C.O>[C:1]([O:5][C:6]([N:8]1[CH2:13][CH2:12][N:11]([CH2:14][C:15]2[CH:20]=[C:19]([OH:21])[CH:18]=[CH:17][C:16]=2[F:26])[C:10](=[O:27])[CH2:9]1)=[O:7])([CH3:4])([CH3:2])[CH3:3] |f:1.2|. Reported procedure: A solution of product from Step C (3.88 g, 9.65 mmol), potassium t-butoxide (2.16 g, 19.3 mmol) in ethanol (100 mL) and H2O (5 mL) was heated at reflux for 3 hours. The reaction was concentrated in vacuo and the residue was partitioned between EtOAc and sat. NH4Cl. The organic layer was washed with H2O, and brine and then dried over magnesium sulfate and concentrated in vacuo to give title product which was sufficiently pure for use in the next step. Starting materials: CC#N, O=Cc1ccccc1, [Mg+2], Nc1cc(F)cc2c1COC2=O, O=S(=O)([O-])[O-]. The product is O=C1OCc2c(N=Cc3ccccc3)cc(F)cc21. RXN SMILES: [CH3:27][C:28]#[N:29].[CH:1](=[O:2])[c:3]1[cH:4][cH:5][cH:6][cH:7][cH:8]1.[Mg+2:9].[NH2:15][c:16]1[c:17]2[c:21]([cH:22][c:23]([F:25])[cH:24]1)[C:20](=[O:26])[O:19][CH2:18]2.[O-:10][S:11](=[O:12])(=[O:13])[O-:14]>>[CH:1]([c:3]1[cH:4][cH:5][cH:6][cH:7][cH:8]1)=[N:15][c:16]1[c:17]2[c:21]([cH:22][c:23]([F:25])[cH:24]1)[C:20](=[O:26])[O:19][CH2:18]2.